From a dataset of the Open Reaction Database (ORD), a public repository of structured organic reaction records. describe an organic reaction: reactants, conditions, products, and yield Reactants: COc1c(-c2ccc3c(c2)CNC3)ccc2c(=O)c(C(=O)O)cn(C3CC3)c12, O=CO. Product: COc1c(-c2ccc3c(c2)CN(C)C3)ccc2c(=O)c(C(=O)O)cn(C3CC3)c12. Reaction SMILES: [CH:1]1([n:4]2[cH:5][c:6]([C:26](=[O:27])[OH:28])[c:7](=[O:25])[c:8]3[cH:9][cH:10][c:11](-[c:16]4[cH:17][c:18]5[c:22]([cH:23][cH:24]4)[CH2:21][NH:20][CH2:19]5)[c:12]([O:14][CH3:15])[c:13]23)[CH2:2][CH2:3]1.[CH:29]([OH:30])=[O:31]>>[CH:1]1([n:4]2[cH:5][c:6]([C:26](=[O:27])[OH:28])[c:7](=[O:25])[c:8]3[cH:9][cH:10][c:11](-[c:16]4[cH:17][c:18]5[c:22]([cH:23][cH:24]4)[CH2:21][N:20]([CH3:29])[CH2:19]5)[c:12]([O:14][CH3:15])[c:13]23)[CH2:2][CH2:3]1. Solvent: CC(=O)C (acetone). Product: COC1=CC=C(C=C1)COC(=O)C=1N2C(C(C2SCC1CSC1=CN=NS1)NC(C(=NOC)C=1N=C(SC1)NP(=O)(OCC)OCC)=O)=O (7-[[[2-[(Diethoxyphosphinyl)amino]-4-thiazolyl]-(methoxyimino) acetyl]amino]-8-oxo-3-[(1,2,3-thiadiazol-5-ylthio)-methyl]-5-thia-1-azabicyclo[4.2.0]oct-2-ene-2-carboxylic acid (4-methoxyphenyl)methyl Ester). Isolated yield 76.8%. The reactants are O (water), C(C)OP(=O)(OCC)NC=1SC=C(N1)/C(/C(=O)O)=N/OC ((Z)-2-[(Diethoxyphosphinyl)amino]-α-(methoxyimino)-4-thiazoleacetic Acid), ClCC1=C(N2C(C(C2SC1)NC(C(=NOC)C=1N=C(SC1)NP(=O)(OCC)OCC)=O)=O)C(=O)OCC1=CC=C(C=C1)OC (3-(chloromethyl)-7-[[[2-[(diethoxyphosphinyl)amino]-4-thiazolyl]-(methoxy-imino)acetyl]amino]-8-oxo-5-thia-1-azabicyclo[4.2.0]oct-2-ene-2-carboxylic acid, (4-methoxyphenyl)methyl ester), SC1=CN=NS1.[Na] (sodium 5-mercapto-1,2,3-thiadiazole). RXN SMILES: C(OP(NC1SC=C(/C(=N/OC)/C(O)=O)N=1)(OCC)=O)C.Cl[CH2:23][C:24]1[CH2:31][S:30][CH:29]2[N:26]([C:27](=[O:53])[CH:28]2[NH:32][C:33](=[O:52])[C:34]([C:38]2[N:39]=[C:40]([NH:43][P:44]([O:49][CH2:50][CH3:51])([O:46][CH2:47][CH3:48])=[O:45])[S:41][CH:42]=2)=[N:35][O:36][CH3:37])[C:25]=1[C:54]([O:56][CH2:57][C:58]1[CH:63]=[CH:62][C:61]([O:64][CH3:65])=[CH:60][CH:59]=1)=[O:55].[SH:66][C:67]1[S:71][N:70]=[N:69][CH:68]=1.[Na].O>CC(C)=O>[CH3:65][O:64][C:61]1[CH:60]=[CH:59][C:58]([CH2:57][O:56][C:54]([C:25]2[N:26]3[CH:29]([S:30][CH2:31][C:24]=2[CH2:23][S:66][C:67]2[S:71][N:70]=[N:69][CH:68]=2)[CH:28]([NH:32][C:33](=[O:52])[C:34]([C:38]2[N:39]=[C:40]([NH:43][P:44]([O:49][CH2:50][CH3:51])([O:46][CH2:47][CH3:48])=[O:45])[S:41][CH:42]=2)=[N:35][O:36][CH3:37])[C:27]3=[O:53])=[O:55])=[CH:63][CH:62]=1 |f:2.3,^1:71|. Procedure: [6R-[6-α, 7-β (Z)]]-3-(chloromethyl)-7-[[[2-[(diethoxyphosphinyl)amino]-4-thiazolyl]-(methoxy-imino)acetyl]amino]-8-oxo-5-thia-1-azabicyclo[4.2.0]oct-2-ene-2-carboxylic acid, (4-methoxyphenyl)methyl ester (0.8 g) and 0.4 g sodium 5-mercapto-1,2,3-thiadiazole were stirred in 30 ml acetone plus 15 ml water for 30 minutes. The solvent was evaporated to dryness and the residue was columned on Biosil A using methylene chloride containing 0.5 to 1.0% methanol to give 687 mg of product; MS ((+)FAB) 770... The reactants are [H][H] (Hydrogen), C(C)NS(=O)(=O)CC1=CC=C(C=C1)[N+](=O)[O-] (N-ethyl-4-nitrobenzenemethanesulphonamide). The reagents and catalysts are [Pd]=O (palladium oxide). Solvent: C(C)O (ethanol), C(C)O (ethanol). Product: NC1=CC=C(C=C1)CS(=O)(=O)NCC (4-Amino-N-Ethylbenzenemethanesulphonamide). Isolated yield 52.4%. Reaction SMILES: [CH2:1]([NH:3][S:4]([CH2:7][C:8]1[CH:13]=[CH:12][C:11]([N+:14]([O-])=O)=[CH:10][CH:9]=1)(=[O:6])=[O:5])[CH3:2].[H][H]>C(O)C.[Pd]=O>[NH2:14][C:11]1[CH:12]=[CH:13][C:8]([CH2:7][S:4]([NH:3][CH2:1][CH3:2])(=[O:6])=[O:5])=[CH:9][CH:10]=1. Procedure: A solution of N-ethyl-4-nitrobenzenemethanesulphonamide (4.35 g) in warm ethanol (125 ml) was added to 10% palladium oxide on carbon (0.75 g, 50% aqueous paste) prereduced in ethanol (25 ml) and hydrogenated at atmospheric pressure. Hydrogen uptake (1400 ml) ceased after 20 minutes. The suspension was filtered and the catalyst was washed with methanol (100 ml) and ethanol (100 ml). Evaporation of the combined filtrate and washings produced a grey solid (2.0 g) which was crystallised from isoprpo... Procedure: To a suspension of cinnamaldehyde (769.8 mg, 5.82 mmol), 1,1-dimethylnitroethane (1.20 g, 11.6 mmol) and zinc (1.14 g, 17.4 mmol) in ethanol (30 ml) was added acetic acid (2.10 g, 35.0 mmol) dropwise at 5° C. while stirring. The mixture was stirred at room temperature for 3 hours and let stand for 6 days. After cooling the mixture to 5° C., zinc acetate was filtered off and the filtrate was concentrated and purified by silica gel chromatography (hexane/ethyl acetate=1/1-0/1). Product: C1(=CC=CC=C1)C=CC=[N+]([O-])C(C)(C)C (α-(2-phenylethenyl)-N-t-butylnitrone). RXN SMILES: [CH:1](=O)[CH:2]=[CH:3][C:4]1[CH:9]=[CH:8][CH:7]=[CH:6][CH:5]=1.[CH3:11][C:12]([N+:15]([O-])=[O:16])([CH3:14])[CH3:13].C(O)(=O)C>C(O)C.[Zn]>[C:4]1([CH:3]=[CH:2][CH:1]=[N+:15]([C:12]([CH3:14])([CH3:13])[CH3:11])[O-:16])[CH:9]=[CH:8][CH:7]=[CH:6][CH:5]=1. Run at temperature 5 celsius, time 6 day. Reagents/catalysts: [Zn] (zinc). Starting materials: C(C=CC1=CC=CC=C1)=O (cinnamaldehyde), CC(C)(C)[N+](=O)[O-] (1,1-dimethylnitroethane), C(C)(=O)O (acetic acid). Run in C(C)O (ethanol).